describe an organic reaction: reactants, conditions, products, and yield From a dataset of the Open Reaction Database (ORD), a public repository of structured organic reaction records. The reactants are [BH4-].[Na+] (sodium borohydride), [I-].COC(=O)C1=CC=[N+](C=C1)C (4-methoxycarbonyl-1-methylpyridinium iodide), resultant solution. Solvent: CO (methanol). Run at temperature 5 celsius, time 1 hour. Product: CN1CCC(C(=O)OC)=CC1 (methyl 1,2,3,6-tetrahydro-1-methylisonicotinate). Yield: 75.7%. Reaction SMILES: [I-].[CH3:2][O:3][C:4]([C:6]1[CH:11]=[CH:10][N+:9]([CH3:12])=[CH:8][CH:7]=1)=[O:5].[BH4-].[Na+]>CO>[CH3:12][N:9]1[CH2:8][CH:7]=[C:6]([C:4]([O:3][CH3:2])=[O:5])[CH2:11][CH2:10]1 |f:0.1,2.3|. Procedure details: A suspension of 1.385 kg of 4-methoxycarbonyl-1-methylpyridinium iodide in 25 liters of dry methanol was stirred and cooled to 5° C. and 700 g of sodium borohydride were added thereto in portions over 1 hour with the temperature held at 5°-10° C. When the addition was complete, the resultant solution was stirred at room temperature for another hour and was then concentrated to 5 to 7 liters. 25 liters of water were added thereto followed by addition of 2 kg of solid sodium carbonate. The solutio... The reactants are solution, C=C(C)C (isobutene), C1CCOC1 (THF), P(=O)(O)(O)[O-].[Na+] (sodium dihydrogenphosphate), Cl(=O)[O-].[Na+] (sodium chlorite), C(C)OC(=O)C1=C(C=2N(N=C1)C(=C(C2C2=CC=CC=C2)CC2=C(C(=CC=C2)F)C)C=O)Cl (4-Chloro-6-(3-fluoro-2-methyl-benzyl)-7-formyl-5-phenyl-pyrrolo[1,2-b]pyridazine-3-carboxylic acid ethyl ester). The solvent is O (water), C(C)(C)(C)O (tert-butanol), [Cl-].[Na+].O (brine), O (water), C(Cl)Cl (DCM), CC(OCC)=O (EA). Conditions: time 2 hour. Yields the product ClC=1C=2N(N=CC1C(=O)OCC)C(=C(C2C2=CC=CC=C2)CC2=C(C(=CC=C2)F)C)C(=O)O (4-Chloro-3-ethoxycarbonyl-6-(3-fluoro-2-methyl-benzyl)-5-phenyl-pyrrolo[1,2-b]pyridazine-7-carboxylic acid). Isolated yield 98.1%. Reaction SMILES: [CH2:1]([O:3][C:4]([C:6]1[CH:11]=[N:10][N:9]2[C:12]([CH:30]=[O:31])=[C:13]([CH2:21][C:22]3[CH:27]=[CH:26][CH:25]=[C:24]([F:28])[C:23]=3[CH3:29])[C:14]([C:15]3[CH:20]=[CH:19][CH:18]=[CH:17][CH:16]=3)=[C:8]2[C:7]=1[Cl:32])=[O:5])[CH3:2].C=C(C)C.C1C[O:40]CC1.P([O-])(O)(O)=O.[Na+].Cl([O-])=O.[Na+]>C(O)(C)(C)C.O.[Cl-].[Na+].O.C(Cl)Cl.CC(=O)OCC>[Cl:32][C:7]1[C:8]2[N:9]([C:12]([C:30]([OH:40])=[O:31])=[C:13]([CH2:21][C:22]3[CH:27]=[CH:26][CH:25]=[C:24]([F:28])[C:23]=3[CH3:29])[C:14]=2[C:15]2[CH:20]=[CH:19][CH:18]=[CH:17][CH:16]=2)[N:10]=[CH:11][C:6]=1[C:4]([O:3][CH2:1][CH3:2])=[O:5] |f:3.4,5.6,9.10.11|. Procedure details: The compound of step 7 (5.15 g, 11.42 mmol) was suspended in tert-butanol (90 ml), and a 2 M solution of isobutene in THF (34.27 ml, 68.53 mmol), a solution of sodium dihydrogenphosphate (4.111 g, 34.27 mmol) in 25 ml of water and sodium chlorite (1.937 g, 17.13 mmol) were added. The mixture was stirred at room temperature for 2 h. Then brine (200 ml), water (50 ml), EA (400 ml) and DCM (100 ml) were added and the organic phase was separated, dried over magnesium sulfate, filtered and evaporated... Starting materials: [Al+3], O=C1CCCc2nc3ccccc3c(NCc3cccc(Cl)c3)c21, [H-], [H-], [H-], [H-], [Li+], C1CCOC1. Yields the product OC1CCCc2nc3ccccc3c(NCc3cccc(Cl)c3)c21. As a reaction SMILES: [Al+3:26].[Cl:1][c:2]1[cH:3][c:4]([CH2:5][NH:6][c:7]2[c:8]3[cH:9][cH:10][cH:11][cH:12][c:13]3[n:14][c:15]3[c:20]2[C:19](=[O:21])[CH2:18][CH2:17][CH2:16]3)[cH:22][cH:23][cH:24]1.[H-:25].[H-:28].[H-:29].[H-:30].[Li+:27].[O:31]1[CH2:32][CH2:33][CH2:34][CH2:35]1>>[Cl:1][c:2]1[cH:3][c:4]([CH2:5][NH:6][c:7]2[c:8]3[cH:9][cH:10][cH:11][cH:12][c:13]3[n:14][c:15]3[c:20]2[CH:19]([OH:21])[CH2:18][CH2:17][CH2:16]3)[cH:22][cH:23][cH:24]1. Starting materials: C(OC(C)(C)C)(OC1=CC(=C(C=C1)C(C)(C)C)O)=O (tert-Butyl 4-tert-butyl-3-hydroxyphenyl carbonate), C(CCC)O (n-butanol), C1(=CC=CC=C1)P(C1=CC=CC=C1)C1=CC=CC=C1 (triphenylphosphine), N(=NC(=O)OCC)C(=O)OCC (diethyl azodicarboxylate), crude residue. The product is C(OC1=CC(=C(C=C1)C(C)(C)C)OCCCC)(OC(C)(C)C)=O (3-butoxy-4-tert-butylphenyl tert-butyl carbonate). Isolated yield 55.4%. RXN SMILES: [C:1](=[O:19])([O:7][C:8]1[CH:13]=[CH:12][C:11]([C:14]([CH3:17])([CH3:16])[CH3:15])=[C:10]([OH:18])[CH:9]=1)[O:2][C:3]([CH3:6])([CH3:5])[CH3:4].[CH2:20](O)[CH2:21][CH2:22][CH3:23].C1(P(C2C=CC=CC=2)C2C=CC=CC=2)C=CC=CC=1.N(C(OCC)=O)=NC(OCC)=O>>[C:1](=[O:19])([O:2][C:3]([CH3:6])([CH3:5])[CH3:4])[O:7][C:8]1[CH:13]=[CH:12][C:11]([C:14]([CH3:17])([CH3:16])[CH3:15])=[C:10]([O:18][CH2:20][CH2:21][CH2:22][CH3:23])[CH:9]=1. Procedure: tert-Butyl 4-tert-butyl-3-hydroxyphenyl carbonate (1.5 g, 5.6 mmol), n-butanol (0.5 mL, 5.4 mmol), triphenylphosphine (1.3 g, 5.0 mmol) and diethyl azodicarboxylate (DEAD) (0.78 mL, 5.0 mmol) were treated in the same procedure described in Example 31(a). The crude residue was applied to a silica gel chromatography column and eluted with a volume mixture of hexane and ethyl acetate (19/1 to 9/1) to furnish 964 mg (66% yield) of the title compound as a colorless oil. Starting materials: FC=1C=C2C(C(NC2=CC1)=O)=CC1=C(C(=C(N1)C)C(=O)O)C (5-(5-Fluoro-2-oxo-1,2-dihydro-indol-3-ylidenemethyl)-2,4-dimethyl-1H-pyrrole-3-carboxylic acid), NCC(CN1CCOCC1)O (1-amino-3-morpholin-4-yl-propan-2-ol). The product is OC(CNC(=O)C1=C(NC(=C1C)\C=C\1/C(NC2=CC=C(C=C12)F)=O)C)CN1CCOCC1 (5-[5-Fluoro-2-oxo-1,2-dihydro-indol-(3Z)-ylidene-methyl]-2,4-dimethyl-1H-pyrrole-3-carboxylic acid (2-hydroxy-3-morpholin-4-yl-propyl)-amide). RXN SMILES: [F:1][C:2]1[CH:3]=[C:4]2[C:8](=[CH:9][CH:10]=1)[NH:7][C:6](=[O:11])[C:5]2=[CH:12][C:13]1[NH:17][C:16]([CH3:18])=[C:15]([C:19]([OH:21])=O)[C:14]=1[CH3:22].[NH2:23][CH2:24][CH:25]([OH:33])[CH2:26][N:27]1[CH2:32][CH2:31][O:30][CH2:29][CH2:28]1>>[OH:33][CH:25]([CH2:26][N:27]1[CH2:32][CH2:31][O:30][CH2:29][CH2:28]1)[CH2:24][NH:23][C:19]([C:15]1[C:14]([CH3:22])=[C:13](/[CH:12]=[C:5]2\[C:6](=[O:11])[NH:7][C:8]3[C:4]\2=[CH:3][C:2]([F:1])=[CH:10][CH:9]=3)[NH:17][C:16]=1[CH3:18])=[O:21]. Procedure details: 5-(5-Fluoro-2-oxo-1,2-dihydro-indol-3-ylidenemethyl)-2,4-dimethyl-1H-pyrrole-3-carboxylic acid (120 mg, 0.4 mmol) was condensed with 1-amino-3-morpholin-4-yl-propan-2-ol (74 mg, 0.48 mmol) to precipitate 5-[5-fluoro-2-oxo-1,2-dihydro-indol-(3Z)-ylidenemethyl]-2,4-dimethyl-1H-pyrrole-3-carboxylic acid (2-hydroxy-3-morpholin-4-yl-propyl)-amide (65 mg, 36%). The mother liquid was evaporated to dryness and the residue was purified by flash chromatography to give additional 2N (70 mg, 39%). 1H NMR (D...